Dataset: the Open Reaction Database (ORD), a public repository of structured organic reaction records. Task: describe an organic reaction: reactants, conditions, products, and yield The reactants are C1CCC2=NCCCN2CC1 (DBU), FC1=CC=C(C=C1)NC1=NNC=C1C(=O)N (3-[(4-fluorophenyl)amino]-1H-pyrazole-4-carboxamide), FC1=CC=C(C=C1)NC1=NNC=C1C(=O)N (3-[(4-fluorophenyl)amino]-1H-pyrazole-4-carboxamide), O=S1(CCC(CC1)=CC#N)=O (2-(1,1-dioxidodihydro-2H-thiopyran-4(3H)-ylidene)acetonitrile). The solvent is CC#N (MeCN). Run at temperature 80 celsius. Product: C(#N)CC1(CCSCC1)N1N=C(C(=C1)C(=O)N)NC1=CC=C(C=C1)F (1-(4-(Cyanomethyl)tetrahydro-2H-thiopyran-4-yl)-3-((4-fluorophenyl)amino)-1H-pyrazole-4-carboxamide). Reaction SMILES: [F:1][C:2]1[CH:7]=[CH:6][C:5]([NH:8][C:9]2[C:13]([C:14]([NH2:16])=[O:15])=[CH:12][NH:11][N:10]=2)=[CH:4][CH:3]=1.O=[S:18]1(=O)[CH2:23][CH2:22][C:21](=[CH:24][C:25]#[N:26])[CH2:20][CH2:19]1.C1CCN2C(=NCCC2)CC1>CC#N>[C:25]([CH2:24][C:21]1([N:11]2[CH:12]=[C:13]([C:14]([NH2:16])=[O:15])[C:9]([NH:8][C:5]3[CH:4]=[CH:3][C:2]([F:1])=[CH:7][CH:6]=3)=[N:10]2)[CH2:22][CH2:23][S:18][CH2:19][CH2:20]1)#[N:26]. Reported procedure: 3-[(4-Fluorophenyl)amino]-1H-pyrazole-4-carboxamide (Intermediate 31-7) (100 mg, 0.45 mmol) was added to a mixture of 2-(1,1-dioxidodihydro-2H-thiopyran-4(3H)-ylidene)acetonitrile (160 mg, 0.91 mmol) in MeCN (1.51 mL). DBU (0.068 mL, 0.45 mmol) was then added, the reaction vessel was capped and the reaction mixture was heated to 80° C. for 4 hours. The reaction mixture was cooled to ambient temperature, and purified by reverse phase preparative HPLC (using a gradient elution of MeCN/water, with ... The reactants are COC=1C(C(C1NC1=CC(=CC=C1)C(NCC(C1=CC=CC=C1)C1=CC=CC=C1)C1=CC=C(C=C1)OC)=O)=O (3-methoxy-4-{3-[(4-methoxyphenyl)-(2,2-diphenylethylamino)methyl]phenylamino}-3-cyclobutene-1,2-dione), N (ammonia). Run in C(C)O (ethanol). The product is NC=1C(C(C1NC1=CC(=CC=C1)C(NCC(C1=CC=CC=C1)C1=CC=CC=C1)C1=CC=C(C=C1)OC)=O)=O (3-Amino-4-{3-[(4-methoxyphenyl)-(2,2-diphenylethylamino)methyl]phenylamino}-3-cyclobutene-1,2-dione). As a reaction SMILES: C[O:2][C:3]1[C:4](=[O:39])[C:5](=O)[C:6]=1[NH:7][C:8]1[CH:13]=[CH:12][CH:11]=[C:10]([CH:14]([C:30]2[CH:35]=[CH:34][C:33]([O:36][CH3:37])=[CH:32][CH:31]=2)[NH:15][CH2:16][CH:17]([C:24]2[CH:29]=[CH:28][CH:27]=[CH:26][CH:25]=2)[C:18]2[CH:23]=[CH:22][CH:21]=[CH:20][CH:19]=2)[CH:9]=1.[NH3:40]>C(O)C>[NH2:40][C:5]1[C:4](=[O:39])[C:3](=[O:2])[C:6]=1[NH:7][C:8]1[CH:13]=[CH:12][CH:11]=[C:10]([CH:14]([C:30]2[CH:31]=[CH:32][C:33]([O:36][CH3:37])=[CH:34][CH:35]=2)[NH:15][CH2:16][CH:17]([C:18]2[CH:23]=[CH:22][CH:21]=[CH:20][CH:19]=2)[C:24]2[CH:29]=[CH:28][CH:27]=[CH:26][CH:25]=2)[CH:9]=1. Procedure: In a similar manner to that described in Example (1d), 3-methoxy-4-{3-[(4-methoxyphenyl)-(2,2-diphenylethylamino)methyl]phenylamino}-3-cyclobutene-1,2-dione (1.35 g) [prepared as described in step (c) above] and a solution of ammonia in ethanol (2N, 5.2 ml) were reacted, to give the title compound (1.36 g) as a pale yellow solid. Reactants: C(CCC)[Li] (butyllithium), ClC=1C=C(C=CC1C#C)C1=CC=CC=C1 (3-chloro-4-ethynylbiphenyl), C(=O)=O (dry ice). Run in C1CCOC1 (THF). Reaction conditions: temperature -60 celsius. Product: ClC=1C=C(C=CC1C#CC(=O)O)C1=CC=CC=C1 ((3-chlorobiphenyl-4-yl)propynoic acid). RXN SMILES: C([Li])CCC.[Cl:6][C:7]1[CH:8]=[C:9]([C:15]2[CH:20]=[CH:19][CH:18]=[CH:17][CH:16]=2)[CH:10]=[CH:11][C:12]=1[C:13]#[CH:14].[C:21](=[O:23])=[O:22]>C1COCC1>[Cl:6][C:7]1[CH:8]=[C:9]([C:15]2[CH:16]=[CH:17][CH:18]=[CH:19][CH:20]=2)[CH:10]=[CH:11][C:12]=1[C:13]#[C:14][C:21]([OH:23])=[O:22]. Procedure details: 13.8 mL (22.1 mmol) of butyllithium solution (1.6M in hexane) are added dropwise to a solution of 4.7 g (22.1 mmol) of 3-chloro-4-ethynylbiphenyl in 100 mL of absolute THF at −10° C. to −20° C. and after five minutes cooled to −60° C. At this temperature dry ice is added batchwise to the reaction mixture and it is slowly allowed to come up to ambient temperature. Then the solvent is evaporated down and the residue is extracted between ethyl acetate and 1M hydrochloric acid. The organic phase is ... Reactants: CSC1=[N+]2Cc3ccccc3CC2CS1, [I-], CCOC(=O)Cc1csc(N)n1, c1ccncc1. Yields the product CCOC(=O)Cc1csc(N=C2SCC3Cc4ccccc4CN23)n1. Reaction SMILES: [CH3:2][S:3][C:4]1=[N+:8]2[CH:7]([CH2:6][S:5]1)[CH2:16][c:15]1[c:10]([cH:11][cH:12][cH:13][cH:14]1)[CH2:9]2.[I-:1].[NH2:17][c:18]1[s:19][cH:20][c:21]([CH2:23][C:24](=[O:25])[O:26][CH2:27][CH3:28])[n:22]1.[cH:29]1[cH:30][cH:31][n:32][cH:33][cH:34]1>>[C:4]1(=[N:17][c:18]2[s:19][cH:20][c:21]([CH2:23][C:24](=[O:25])[O:26][CH2:27][CH3:28])[n:22]2)[S:5][CH2:6][CH:7]2[N:8]1[CH2:9][c:10]1[cH:11][cH:12][cH:13][cH:14][c:15]1[CH2:16]2. Starting materials: O=C(O)c1ccnc(Cl)c1, Nc1cc(C(F)(F)F)ccc1O, c1ccncc1. Product: O=C(Nc1cc(C(F)(F)F)ccc1O)c1ccnc(Cl)c1. As a reaction SMILES: [Cl:13][c:14]1[cH:15][c:16]([C:17](=[O:18])[OH:19])[cH:20][cH:21][n:22]1.[NH2:1][c:2]1[c:3]([OH:12])[cH:4][cH:5][c:6]([C:8]([F:9])([F:10])[F:11])[cH:7]1.[cH:23]1[cH:24][cH:25][n:26][cH:27][cH:28]1>>[NH:1]([c:2]1[c:3]([OH:12])[cH:4][cH:5][c:6]([C:8]([F:9])([F:10])[F:11])[cH:7]1)[C:17]([c:16]1[cH:15][c:14]([Cl:13])[n:22][cH:21][cH:20]1)=[O:18].